Task: describe an organic reaction: reactants, conditions, products, and yield. Dataset: the Open Reaction Database (ORD), a public repository of structured organic reaction records Starting materials: BrCc1ccccc1, CN(C)C=O, CC(C)c1oc2c(C=O)c(O)ccc2c(=O)c1-c1ccc(Cl)cc1, [K+], [K+], O=C([O-])[O-]. The product is CC(C)c1oc2c(C=O)c(OCc3ccccc3)ccc2c(=O)c1-c1ccc(Cl)cc1. RXN SMILES: [Br:25][CH2:26][c:27]1[cH:28][cH:29][cH:30][cH:31][cH:32]1.[CH3:39][N:40]([CH3:41])[CH:42]=[O:43].[Cl:1][c:2]1[cH:3][cH:4][c:5](-[c:8]2[c:9]([CH:22]([CH3:23])[CH3:24])[o:10][c:11]3[c:12]([CH:20]=[O:21])[c:13]([OH:19])[cH:14][cH:15][c:16]3[c:17]2=[O:18])[cH:6][cH:7]1.[K+:33].[K+:34].[O-:35][C:36]([O-:37])=[O:38]>>[Cl:1][c:2]1[cH:3][cH:4][c:5](-[c:8]2[c:9]([CH:22]([CH3:23])[CH3:24])[o:10][c:11]3[c:12]([CH:20]=[O:21])[c:13]([O:19][CH2:26][c:27]4[cH:28][cH:29][cH:30][cH:31][cH:32]4)[cH:14][cH:15][c:16]3[c:17]2=[O:18])[cH:6][cH:7]1. Starting materials: NC1=CC=C2CCC(N(C2=C1)CCO[Si](C)(C)C(C)(C)C)=O (7-amino-1-(2-{[tert-butyl(dimethyl)silyl]oxy}ethyl)-3,4-dihydroquinolin-2(1H)-one), CN(C)C1=NC=CC=C1 (dimethylaminopyridine), C1(CCCCC1)NC1=C(C(=O)O)C=CC(=C1)C(F)(F)F (2-(cyclohexylamino)-4-(trifluoromethyl)benzoic acid), Cl.C(C)N=C=NCCCN(C)C (1-ethyl-3-[3-(N,N-dimethylamino)propyl]carbodiimide hydrochloride). The solvent is C(C)N(CC)CC (triethylamine), C(Cl)Cl (methylene chloride). The product is [Si](C)(C)(C(C)(C)C)OCCN1C(CCC2=CC=C(C=C12)NC(C1=C(C=C(C=C1)C(F)(F)F)NC1CCCCC1)=O)=O (N-[1-(2-{[tert-butyl(dimethyl)silyl]oxy}ethyl)-2-oxo-1,2,3,4-tetrahydroquinolin-7-yl]-2-(cyclohexylamino)-4-(trifluoromethyl)benzamide). As a reaction SMILES: [NH2:1][C:2]1[CH:11]=[C:10]2[C:5]([CH2:6][CH2:7][C:8](=[O:22])[N:9]2[CH2:12][CH2:13][O:14][Si:15]([C:18]([CH3:21])([CH3:20])[CH3:19])([CH3:17])[CH3:16])=[CH:4][CH:3]=1.[CH:23]1([NH:29][C:30]2[CH:38]=[C:37]([C:39]([F:42])([F:41])[F:40])[CH:36]=[CH:35][C:31]=2[C:32](O)=[O:33])[CH2:28][CH2:27][CH2:26][CH2:25][CH2:24]1.Cl.C(N=C=NCCCN(C)C)C.CN(C1C=CC=CN=1)C>C(N(CC)CC)C.C(Cl)Cl>[Si:15]([O:14][CH2:13][CH2:12][N:9]1[C:10]2[C:5](=[CH:4][CH:3]=[C:2]([NH:1][C:32](=[O:33])[C:31]3[CH:35]=[CH:36][C:37]([C:39]([F:41])([F:42])[F:40])=[CH:38][C:30]=3[NH:29][CH:23]3[CH2:24][CH2:25][CH2:26][CH2:27][CH2:28]3)[CH:11]=2)[CH2:6][CH2:7][C:8]1=[O:22])([C:18]([CH3:19])([CH3:21])[CH3:20])([CH3:16])[CH3:17] |f:2.3|. Procedure: A methylene chloride solution of 7-amino-1-(2-{[tert-butyl(dimethyl)silyl]oxy}ethyl)-3,4-dihydroquinolin-2(1H)-one, 2-(cyclohexylamino)-4-(trifluoromethyl)benzoic acid, 1-ethyl-3-[3-(N,N-dimethylamino)propyl]carbodiimide hydrochloride, dimethylaminopyridine and triethylamine was allowed to undergo the reaction at room temperature. By post-treating the reaction liquid, N-[1-(2-{[tert-butyl(dimethyl)silyl]oxy}ethyl)-2-oxo-1,2,3,4-tetrahydroquinolin-7-yl]-2-(cyclohexylamino)-4-(trifluoromethyl)benz... The reactants are O (water), resultant solution, ClC=1C=CC2=C(CCC=3C(=NC=CC3)C2N2CCNCC2)C1 (8-chloro-6,11-dihydro-11-(1-piperazinyl)-5H-benzo[5,6]cyclohepta[1,2-b]pyridine), resultant mixture, Cl.CN(CCCN=C=NCC)C (1-(3-dimethylaminopropyl)-3-ethylcarbodiimide hydrochloride), OC1=CC=CC=2NN=NC21 (hydroxybenzotriazole), resultant solution, C1=C(NC=N1)/C=C/C(=O)O (urocanic acid). Solvent: CN(C=O)C (N,N-dimethylformamide). Yields the product ClC=1C=CC2=C(CCC=3C(=NC=CC3)C2N2CCN(CC2)C(\C=C\C=2N=CNC2)=O)C1 (1-(8-Chloro-6,11-dihydro-5H-benzo[5,6]cyclohepta[1,2-b]pyridin-11-yl)-4-[(E)-3-(1H-imidazol-4-yl)-1-oxo-2-propenyl]piperazine). As a reaction SMILES: [CH:1]1[N:5]=[CH:4][NH:3][C:2]=1/[CH:6]=[CH:7]/[C:8]([OH:10])=O.Cl.CN(C)CCCN=C=NCC.OC1C2N=NNC=2C=CC=1.[Cl:33][C:34]1[CH:35]=[CH:36][C:37]2[CH:47]([N:48]3[CH2:53][CH2:52][NH:51][CH2:50][CH2:49]3)[C:42]3=[N:43][CH:44]=[CH:45][CH:46]=[C:41]3[CH2:40][CH2:39][C:38]=2[CH:54]=1.O>CN(C)C=O>[Cl:33][C:34]1[CH:35]=[CH:36][C:37]2[CH:47]([N:48]3[CH2:49][CH2:50][N:51]([C:8](=[O:10])/[CH:7]=[CH:6]/[C:2]4[N:3]=[CH:4][NH:5][CH:1]=4)[CH2:52][CH2:53]3)[C:42]3=[N:43][CH:44]=[CH:45][CH:46]=[C:41]3[CH2:40][CH2:39][C:38]=2[CH:54]=1 |f:1.2|. Procedure: To a suspension of urocanic acid (1.38 g; 10.0 mmol) (from Aldrich Chemicals) in N,N-dimethylformamide (175 mL) under an inert atmosphere, was added 1-(3-dimethylaminopropyl)-3-ethylcarbodiimide hydrochloride (1.92 g; 10.0 mmol) and hydroxybenzotriazole (1.08 g; 8 mmol). The resultant mixture was warmed to 40° C. and stirring continued until all solids dissolved (˜10 min.). To the resultant solution was added 8-chloro-6,11-dihydro-11-(1-piperazinyl)-5H-benzo[5,6]cyclohepta[1,2-b]pyridine (8) (2....